This data is from the Open Reaction Database (ORD), a public repository of structured organic reaction records. The task is: describe an organic reaction: reactants, conditions, products, and yield Reactants: ClC1=CC=CC2=C1CCCCC1=C2C=CC=C1 (4-chloro-5,6,7,8-tetrahydrodibenzo[a,c]cyclooctene), cuprous cyanide, N1=CC=CC=C1 (pyridine). Yields the product C1=CC=C(C2=C1C1=C(CCCC2)C=CC=C1)C#N (5,6,7,8-tetrahydrodibenzo[a,c]cycloocten-4-carbonitrile), product. Yield: 60.0%. Reaction SMILES: Cl[C:2]1[C:7]2[CH2:8][CH2:9][CH2:10][CH2:11][C:12]3[CH:17]=[CH:16][CH:15]=[CH:14][C:13]=3[C:6]=2[CH:5]=[CH:4][CH:3]=1.[N:18]1C=CC=C[CH:19]=1>>[CH:5]1[C:6]2[C:13]3[CH:14]=[CH:15][CH:16]=[CH:17][C:12]=3[CH2:11][CH2:10][CH2:9][CH2:8][C:7]=2[C:2]([C:19]#[N:18])=[CH:3][CH:4]=1. Procedure details: The reaction of 4-chloro-5,6,7,8-tetrahydrodibenzo[a,c]cyclooctene (3.3 g, 0.014 mole), cuprous cyanide (2.44 g, 0.027 mole) and pyridine (2.5 g, 0.027 mole) produced 5,6,7,8-tetrahydrodibenzo[a,c]cycloocten-4-carbonitrile as an oil (60% product, 40% starting material by gas chromatography). The IR spectrum possessed an adsorption at 4.45μ indicating a CN group. Reactants: C(C)Br (ethyl bromide), [Mg] (magnesium), acetylenic Grignard reagent, [Cl-].[NH4+] (ammonium chloride), C(C(=O)C)(=O)OCC (ethyl pyruvate), C1(=CC=CC=C1)C#C (phenyl acetylene). Solvent: CCOCC (ether), CCOCC (ether), CCOCC (ether), CCOCC (ether). Conditions: temperature 25 celsius. Yields the product Grignard reagent, C(C)OC(C(C#CC1=CC=CC=C1)(C)O)=O (ethyl-2-hydroxy-2-methyl-4-phenylbutynoate). Yield: 40.8%. As a reaction SMILES: C(Br)C.[Mg].[C:5]1([C:11]#[CH:12])[CH:10]=[CH:9][CH:8]=[CH:7][CH:6]=1.[C:13]([O:18][CH2:19][CH3:20])(=[O:17])[C:14]([CH3:16])=[O:15].[Cl-].[NH4+]>CCOCC>[CH2:19]([O:18][C:13](=[O:17])[C:14]([OH:15])([CH3:16])[C:12]#[C:11][C:5]1[CH:10]=[CH:9][CH:8]=[CH:7][CH:6]=1)[CH3:20] |f:4.5|. Procedure details: A Grignard reagent was prepared under dry nitrogen by the addition over a 1 hour period of a solution comprising 10.9 g (0.10 mole) of ethyl bromide in 15 ml of anhydrous ether to a magnetically stirred suspension of 2.4 g (0.10 g atom) of clean magnesium metal turnings in 70 ml of dry ether. Stirring at 25° C. was continued for an additional hour and then a solution of 10.2 g (0.10 mole) of phenyl acetylene in 15 ml of dry ether was added over 30 minutes. The stirred solution was then heated at... Reactants: C(=O)C1CC(CC1)C(CC#N)N1N=CC(=C1)C=1C2=C(N=CN1)N(C=C2)COCC[Si](C)(C)C (3-(3-formylcyclopentyl)-3-[4-(7-[2-(trimethylsilyl)ethoxy]methyl-7H-pyrrolo-[2,3-d]pyrimidin-4-yl)-1H-pyrazol-1-yl]propanenitrile), [BH4-].[Na+] (sodium tetrahydroborate). The solvent is CO (methanol). Reaction conditions: time 10 minute. Yields the product OCC1CC(CC1)C(CC#N)N1N=CC(=C1)C=1C2=C(N=CN1)N(C=C2)COCC[Si](C)(C)C (3-[3-(Hydroxymethyl)cyclopentyl]-3-[4-(7-[2-(trimethylsilyl)ethoxy]methyl-7H-pyrrolo[2,3-d]pyrimidin-4-yl)-1H-pyrazol-1-yl]propanenitrile). RXN SMILES: [CH:1]([CH:3]1[CH2:7][CH2:6][CH:5]([CH:8]([N:12]2[CH:16]=[C:15]([C:17]3[C:18]4[CH:25]=[CH:24][N:23]([CH2:26][O:27][CH2:28][CH2:29][Si:30]([CH3:33])([CH3:32])[CH3:31])[C:19]=4[N:20]=[CH:21][N:22]=3)[CH:14]=[N:13]2)[CH2:9][C:10]#[N:11])[CH2:4]1)=[O:2].[BH4-].[Na+]>CO>[OH:2][CH2:1][CH:3]1[CH2:7][CH2:6][CH:5]([CH:8]([N:12]2[CH:16]=[C:15]([C:17]3[C:18]4[CH:25]=[CH:24][N:23]([CH2:26][O:27][CH2:28][CH2:29][Si:30]([CH3:31])([CH3:33])[CH3:32])[C:19]=4[N:20]=[CH:21][N:22]=3)[CH:14]=[N:13]2)[CH2:9][C:10]#[N:11])[CH2:4]1 |f:1.2|. Reported procedure: A solution of 3-(3-formylcyclopentyl)-3-[4-(7-[2-(trimethylsilyl)ethoxy]methyl-7H-pyrrolo-[2,3-d]pyrimidin-4-yl)-1H-pyrazol-1-yl]propanenitrile (50.0 mg, 0.108 mmol) in methanol (280 μL) was cooled to 0° C., then sodium tetrahydroborate (14 mg, 0.37 mmol) was added. The reaction was held at 0° C. for 10 minutes, at which point LCMS and TLC indicated complete reaction. The reaction was quenched by cautious addition of 1N HCl (3 drops) and methanol (1 mL), followed by addition of aqueous NaHCO3 an... The reactants are BrC=1C(=NOC1[Si](C)(C)C)C=1C=NC=CC1 (3-(4-bromo-5-trimethylsilanyl-isoxazol-3-yl)-pyridine), [NH4+].[OH-] (NH4OH). Run in CCO (EtOH). Conditions: time 10 minute. The product is BrC=1C(=NOC1)C=1C=NC=CC1 (3-(4-bromo-isoxazol-3-yl)-pyridine). Yield: 79.6%. Reaction SMILES: [Br:1][C:2]1[C:3]([C:11]2[CH:12]=[N:13][CH:14]=[CH:15][CH:16]=2)=[N:4][O:5][C:6]=1[Si](C)(C)C.[NH4+].[OH-]>CCO>[Br:1][C:2]1[C:3]([C:11]2[CH:12]=[N:13][CH:14]=[CH:15][CH:16]=2)=[N:4][O:5][CH:6]=1 |f:1.2|. Reported procedure: To a solution of EtOH (20 ml) containing compound 63 (4.5 g, 15.4 mmol) were added 5 ml of 25% NH4OH. After the addition, the resulting solution was stirred for 10 minutes at room temperature. The reaction mixture was concentrated in vacuo. Ethyl acetate was added and the organic layer was washed with a saturated NaHCO3 solution, dried (Na2SO4), filtered and concentrated in vacuo. Purification by flash chromatography (diethyl ether) afforded the title compound (64) as an oil (2.76 g, 82%). (TLC ... The product is COC1=CC(=O)N(C2c3cc(C#N)ccc3OC(C)(C)C2O)C1. As a reaction SMILES: [C:1](#[N:2])[c:3]1[cH:4][cH:5][c:6]2[c:7]([cH:15]1)[CH:8]1[CH:9]([C:10]([CH3:12])([CH3:13])[O:11]2)[O:14]1.[CH2:24]([O:25][C:26]1=[CH:31][C:29](=[O:30])[NH:28][CH2:27]1)[CH2:32][CH2:33][CH2:34][CH2:35][CH2:36][CH2:37][CH3:38].[CH3:16][O:17][C:18]1=[CH:19][C:20](=[O:23])[NH:21][CH2:22]1>>[C:1](#[N:2])[c:3]1[cH:4][cH:5][c:6]2[c:7]([cH:15]1)[CH:8]([N:21]1[C:20](=[O:23])[CH:19]=[C:18]([O:17][CH3:16])[CH2:22]1)[CH:9]([OH:14])[C:10]([CH3:12])([CH3:13])[O:11]2. Starting materials: CC1(C)Oc2ccc(C#N)cc2C2OC21, CCCCCCCCOC1=CC(=O)NC1, COC1=CC(=O)NC1. RXN SMILES: [N:1]1([C:13]([O:15]C(C)(C)C)=O)[CH2:12][CH2:11][CH2:10][C@H:2]1[C:3]([NH:5][CH2:6][C:7]([NH2:9])=[O:8])=[O:4].Cl.C(OCC)C.Cl.C[O-].[Na+].C1C=CC2N(O)N=NC=2C=1.[NH:40]([C:70]([O:72][CH2:73][CH:74]1[C:86]2[C:81](=[CH:82][CH:83]=[CH:84][CH:85]=2)[C:80]2[C:75]1=[CH:76][CH:77]=[CH:78][CH:79]=2)=[O:71])[C@H:41](C(O)=O)[CH2:42][CH2:43][CH2:44][NH:45][C:46](=[NH:66])[NH:47][S:48]([C:51]1[C:64]([CH3:65])=[C:62]([CH3:63])[C:61]2[O:60][C:57]([CH3:59])([CH3:58])[CH2:56][CH2:55][C:54]=2[C:52]=1[CH3:53])(=[O:50])=[O:49].CCN=C=NCCCN(C)C.CN1CCOCC1>CN(C=O)C.C1COCC1.C(OCC)C>[NH:40]([C:70]([O:72][CH2:73][CH:74]1[C:86]2[C:81](=[CH:82][CH:83]=[CH:84][CH:85]=2)[C:80]2[C:75]1=[CH:76][CH:77]=[CH:78][CH:79]=2)=[O:71])[C@H:41]([C:13]([N:1]1[CH2:12][CH2:11][CH2:10][C@H:2]1[C:3]([NH:5][CH2:6][C:7]([NH2:9])=[O:8])=[O:4])=[O:15])[CH2:42][CH2:43][CH2:44][NH:45][C:46](=[NH:66])[NH:47][S:48]([C:51]1[C:64]([CH3:65])=[C:62]([CH3:63])[C:61]2[O:60][C:57]([CH3:58])([CH3:59])[CH2:56][CH2:55][C:54]=2[C:52]=1[CH3:53])(=[O:50])=[O:49] |f:1.2,4.5|. The solvent is CN(C)C=O (DMF), C1CCOC1 (THF), C1CCOC1 (THF), C(C)OCC (diethyl ether). Run at temperature -10 celsius, time 15 hour. Procedure: (See SEQUENCE ID NO: 10) 540 mg (2.0 mmol) of Boc-Pro-Gly-NH2 are dissolved in 5 ml abs. THF and mixed while stirring with 3 ml HCl/diethyl ether (abs. diethyl ether is for this saturated with hydrogen chloride at 0° C.). After 0.5 hours the solvent is removed under vacuum and co-evaporated three times with 5 ml toluene on each occasion. 110 mg (2.0 mmol) NaOMe are added to 5 ml abs. THF and after 5 min 5 ml DMF, 300 mg (2.0 mmol) HOBT and 1.32 g Fmoc-Arg(Pmc)-OH. Cooling to -10° C. takes place,... The product is N([C@@H](CCCNC(NS(=O)(=O)C1=C(C)C=2CCC(C)(C)OC2C(C)=C1C)=N)C(=O)N1[C@H](C(=O)NCC(=O)N)CCC1)C(=O)OCC1C2=CC=CC=C2C2=CC=CC=C12 (Fmoc-Arg(Pmc)-Pro-Gly-NH2). Reactants: C=1C=CC2=C(C1)N=NN2O (HOBT), N([C@@H](CCCNC(NS(=O)(=O)C1=C(C)C=2CCC(C)(C)OC2C(C)=C1C)=N)C(=O)O)C(=O)OCC1C2=CC=CC=C2C2=CC=CC=C12 (Fmoc-Arg(Pmc)-OH), N1([C@H](C(=O)NCC(=O)N)CCC1)C(=O)OC(C)(C)C (Boc-Pro-Gly-NH2), C[O-].[Na+] (NaOMe), CN1CCOCC1 (NMM), CCN=C=NCCCN(C)C (EDCI), Cl.C(C)OCC (HCl diethyl ether), Cl (hydrogen chloride). Yield: 93.5%. Reactants: C1CCC(CC1)N=C=NC2CCCCC2 (DCC), N1[C@H](C(=O)NCC(=O)OCC2=CC=CC=C2)CCC1 (H-Pro-Gly-OBzl), N([C@@H](CCCNC(=O)OC(C)(C)C)C(=O)O)C(=O)C (Ac-Orn(Boc)-OH), C=1C=CC2=C(C1)N=NN2O (HOBt). Run in CC(OCC)=O (EA), CC(OCC)=O (EA). Conditions: time 24 hour. Yields the product N([C@@H](CCCNC(=O)OC(C)(C)C)C(=O)N1[C@H](C(=O)NCC(=O)OCC2=CC=CC=C2)CCC1)C(=O)C (Ac-Orn(Boc)-Pro-Gly-OBzl). The yield is 54.0%. RXN SMILES: [NH:1]1[CH2:19][CH2:18][CH2:17][C@H:2]1[C:3]([NH:5][CH2:6][C:7]([O:9][CH2:10][C:11]1[CH:16]=[CH:15][CH:14]=[CH:13][CH:12]=1)=[O:8])=[O:4].[NH:20]([C:36]([CH3:38])=[O:37])[C@H:21]([C:33](O)=[O:34])[CH2:22][CH2:23][CH2:24][NH:25][C:26]([O:28][C:29]([CH3:32])([CH3:31])[CH3:30])=[O:27].C1C=CC2N(O)N=NC=2C=1.C1CCC(N=C=NC2CCCCC2)CC1>CC(=O)OCC>[NH:20]([C:36]([CH3:38])=[O:37])[C@H:21]([C:33]([N:1]1[CH2:19][CH2:18][CH2:17][C@H:2]1[C:3]([NH:5][CH2:6][C:7]([O:9][CH2:10][C:11]1[CH:16]=[CH:15][CH:14]=[CH:13][CH:12]=1)=[O:8])=[O:4])=[O:34])[CH2:22][CH2:23][CH2:24][NH:25][C:26]([O:28][C:29]([CH3:31])([CH3:32])[CH3:30])=[O:27]. Reported procedure: 6.4 g of H-Pro-Gly-OBzl, 4.6 g of Ac-Orn(Boc)-OH, 3.0 ml of NEM and 3.1 g of HOBt are dissolved in 30 ml of EA and then 4.8 g of DCC in 10 ml of EA are added. After the mixture has been stirred at room temperature for 24 hours, it is filtered and the filtrate is evaporated. Chromatography of the residue on silica gel (system 1) results in 4.7 g (yield: 41%) of the desired compound being isolated as a colorless powder. Rf (system 1)=0.3; MS (FAB): 519 (M+1). The reactants are CC=1N(C(=C(C(C1C(=O)OCOC(C(C)(C)C)=O)C1=C(C=CC=C1)C(F)(F)F)C(=O)OCOC(C(C)(C)C)=O)C)COC (bis(pivaloyloxymethyl) 1,4-dihydro -2,6-dimethyl-1-methoxymethyl-4-(2-trifluoromethylphenyl)-3,5-pyridinedicarboxylate). Run in C(C)(C)OC(C)C (isopropyl ether), O (water). Reaction conditions: time 7 hour. Yields the product CC=1N(C(=C(C(C1C(=O)O)C1=C(C=CC=C1)C(F)(F)F)C(=O)OCOC(C(C)(C)C)=O)C)COC ((+)-1,4-dihydro-2,6-dimethyl -1-methoxymethyl-4-(trifluoromethylphenyl)-5-pivaloyloxymethoxycarbonyl -3-pyridinecarboxylic acid). The yield is 83.0%. Reaction SMILES: [CH3:1][C:2]1[N:3]([CH2:41][O:42][CH3:43])[C:4]([CH3:40])=[C:5]([C:29]([O:31][CH2:32][O:33][C:34](=[O:39])[C:35]([CH3:38])([CH3:37])[CH3:36])=[O:30])[CH:6]([C:19]2[CH:24]=[CH:23][CH:22]=[CH:21][C:20]=2[C:25]([F:28])([F:27])[F:26])[C:7]=1[C:8]([O:10]COC(=O)C(C)(C)C)=[O:9]>C(OC(C)C)(C)C.O>[CH3:1][C:2]1[N:3]([CH2:41][O:42][CH3:43])[C:4]([CH3:40])=[C:5]([C:29]([O:31][CH2:32][O:33][C:34](=[O:39])[C:35]([CH3:36])([CH3:37])[CH3:38])=[O:30])[CH:6]([C:19]2[CH:24]=[CH:23][CH:22]=[CH:21][C:20]=2[C:25]([F:28])([F:26])[F:27])[C:7]=1[C:8]([OH:10])=[O:9]. Reported procedure: In 10 ml of isopropyl ether saturated with water was dissolved 613 mg of bis(pivaloyloxymethyl) 1,4-dihydro -2,6-dimethyl-1-methoxymethyl-4-(2-trifluoromethylphenyl)-3,5-pyridinedicarboxylate obtained in Example 8, and 50 mg of Lipase B was added thereto, followed by stirring at room temperature for 7 hours. Any insoluble matter was removed by filtration and washed with dichloromethane. The filtrate was concentrated under reduced pressure. The residue was subjected to preparative TLC (acetate/he... The reactants are O=C([O-])[O-], CN(C)C=O, ClCCl, FC(F)(F)CI, [K+], [K+], N#Cc1cc(O)cc(-c2nc(-c3ccccn3)no2)c1. The product is N#Cc1cc(OCC(F)(F)F)cc(-c2nc(-c3ccccn3)no2)c1. RXN SMILES: [C:21](=[O:22])([O-:23])[O-:24].[CH3:33][N:34]([CH3:35])[CH:36]=[O:37].[Cl:38][CH2:39][Cl:40].[I:27][CH2:28][C:29]([F:30])([F:31])[F:32].[K+:25].[K+:26].[n:1]1[c:2](-[c:7]2[n:8][o:9][c:10](-[c:12]3[cH:13][c:14]([C:19]#[N:20])[cH:15][c:16]([OH:18])[cH:17]3)[n:11]2)[cH:3][cH:4][cH:5][cH:6]1>>[n:1]1[c:2](-[c:7]2[n:8][o:9][c:10](-[c:12]3[cH:13][c:14]([C:19]#[N:20])[cH:15][c:16]([O:18][CH2:28][C:29]([F:30])([F:31])[F:32])[cH:17]3)[n:11]2)[cH:3][cH:4][cH:5][cH:6]1.